The task is: describe an organic reaction: reactants, conditions, products, and yield. This data is from the Open Reaction Database (ORD), a public repository of structured organic reaction records. Reactants: CN(C)C(=O)c1cncc(-c2cnc3c(c(-c4ccccc4F)cn3COCC[Si](C)(C)C)c2Cl)c1, ClCCl, O=C(O)C(F)(F)F. The product is CN(C)C(=O)c1cncc(-c2cnc3[nH]cc(-c4ccccc4F)c3c2Cl)c1. RXN SMILES: [Cl:1][c:2]1[c:3]2[c:4]([n:5][cH:6][c:7]1-[c:8]1[cH:9][n:10][cH:11][c:12]([C:13](=[O:14])[N:15]([CH3:16])[CH3:17])[cH:18]1)[n:19]([CH2:29][O:30][CH2:31][CH2:32][Si:33]([CH3:34])([CH3:35])[CH3:36])[cH:20][c:21]2-[c:22]1[c:23]([F:28])[cH:24][cH:25][cH:26][cH:27]1.[Cl:44][CH2:45][Cl:46].[OH:37][C:38]([C:39]([F:40])([F:41])[F:42])=[O:43]>>[Cl:1][c:2]1[c:3]2[c:4]([n:5][cH:6][c:7]1-[c:8]1[cH:9][n:10][cH:11][c:12]([C:13](=[O:14])[N:15]([CH3:16])[CH3:17])[cH:18]1)[nH:19][cH:20][c:21]2-[c:22]1[c:23]([F:28])[cH:24][cH:25][cH:26][cH:27]1. Reactants: solution, CCOC(=O)/N=N/C(=O)OCC (diethylazodicarboxylate), C1(=CC=CC=C1)C (toluene), ClC=1C=NC(=C(C(=O)OCC)C1)CO (Ethyl 5-chloro-2-(hydroxymethyl)nicotinate), FC=1C=C(C=CC1)O (3-fluorophenol), C1(=CC=CC=C1)P(C1=CC=CC=C1)C1=CC=CC=C1 (triphenylphosphine). The solvent is O (water), O1CCCC1 (tetrahydrofuran). Conditions: time 5 hour. Product: ClC=1C=NC(=C(C(=O)OCC)C1)COC1=CC(=CC=C1)F (Ethyl 5-chloro-2-[(3-fluorophenoxy)methyl]nicotinate). Isolated yield 60.9%. RXN SMILES: [Cl:1][C:2]1[CH:3]=[N:4][C:5]([CH2:13][OH:14])=[C:6]([CH:12]=1)[C:7]([O:9][CH2:10][CH3:11])=[O:8].[F:15][C:16]1[CH:17]=[C:18](O)[CH:19]=[CH:20][CH:21]=1.C1(P(C2C=CC=CC=2)C2C=CC=CC=2)C=CC=CC=1.CCOC(/N=N/C(OCC)=O)=O.C1(C)C=CC=CC=1>O1CCCC1.O>[Cl:1][C:2]1[CH:3]=[N:4][C:5]([CH2:13][O:14][C:20]2[CH:19]=[CH:18][CH:17]=[C:16]([F:15])[CH:21]=2)=[C:6]([CH:12]=1)[C:7]([O:9][CH2:10][CH3:11])=[O:8]. Reported procedure: To a mixture of ethyl 5-chloro-2-(hydroxymethyl)nicotinate (step 4, 340 mg, 1.59 mmol), 3-fluorophenol (325 mg, 2.90 mmol), and triphenylphosphine (761 mg, 2.9 mmol) in tetrahydrofuran (10 ml) was added 40% solution of diethylazodicarboxylate in toluene (506 mg, 2.9 mmol) and the reaction mixture was stirred at room temperature for 5 hours. To the reaction mixture was added water and the whole mixture was extracted with ethyl acetate. The organic phase was dried over sodium sulfate and evaporate... Starting materials: C(CCCCCCCCC)C1=CC(=NC=C1)C(=O)NCCCCC(=O)OCC (5-[[(4-Decyl-2-pyridinyl)carbonyl]amino]pentanoic acid, ethyl ester), O[Li].O (LiOH·H2O), C(C)(=O)O (acetic acid). The solvent is C1CCOC1 (THF), O (H2O), O (H2O). Product: C(CCCCCCCCC)C1=CC(=NC=C1)C(=O)NCCCCC(=O)O (5-[[(4-Decyl-2-pyridinyl)carbonyl]amino]pentanoic acid). Isolated yield 95.5%. RXN SMILES: [CH2:1]([C:11]1[CH:16]=[CH:15][N:14]=[C:13]([C:17]([NH:19][CH2:20][CH2:21][CH2:22][CH2:23][C:24]([O:26]CC)=[O:25])=[O:18])[CH:12]=1)[CH2:2][CH2:3][CH2:4][CH2:5][CH2:6][CH2:7][CH2:8][CH2:9][CH3:10].O[Li].O.C(O)(=O)C>C1COCC1.O>[CH2:1]([C:11]1[CH:16]=[CH:15][N:14]=[C:13]([C:17]([NH:19][CH2:20][CH2:21][CH2:22][CH2:23][C:24]([OH:26])=[O:25])=[O:18])[CH:12]=1)[CH2:2][CH2:3][CH2:4][CH2:5][CH2:6][CH2:7][CH2:8][CH2:9][CH3:10] |f:1.2|. Reported procedure: A solution of 0.20 g (0.52 mmol) of 5-[[(4-decyl-2-pyridinyl)carbonyl]amino]pentanoic acid, ethyl ester prepared in Example 7, 0.05 g (1 mmol, 2 eq) of LiOH·H2O in 4 ml of THF and 1 ml of H2O was stirred at room temperature for 21 hours, then 1.5 eq of glacial acetic acid was added. The resulting solution was poured into H2O and extracted with Et2O. The organic layers were combined, poured into H2O and extracted with Et2O. The organic layers were combined, dried (Na2SO4) and concentrated in vacu... Reactants: BrBr (bromine), C(C)C1=NN(C(=C1)CC)C1=C(C=C(C=C1C)C)C (3,5-diethyl-1-(2,4,6-trimethylphenyl)pyrazole). Run in C(C)(=O)O (acetic acid), C(C)(=O)O (acetic acid). Reaction conditions: time 1 hour. The product is BrC=1C(=NN(C1CC)C1=C(C=C(C=C1C)C)C)CC (4-Bromo-3,5-diethyl-1 -(2,4,6-trimethylphenyl)pyrazole). Reaction SMILES: [Br:1]Br.[CH2:3]([C:5]1[CH:9]=[C:8]([CH2:10][CH3:11])[N:7]([C:12]2[C:17]([CH3:18])=[CH:16][C:15]([CH3:19])=[CH:14][C:13]=2[CH3:20])[N:6]=1)[CH3:4]>C(O)(=O)C>[Br:1][C:9]1[C:5]([CH2:3][CH3:4])=[N:6][N:7]([C:12]2[C:17]([CH3:18])=[CH:16][C:15]([CH3:19])=[CH:14][C:13]=2[CH3:20])[C:8]=1[CH2:10][CH3:11]. Reported procedure: A solution of 6.4 g (0.04 mol) of bromine in 20 mL of glacial acetic acid was added dropwise to a stirred solution of 9.00 g (37 mmol) of 3,5-diethyl-1-(2,4,6-trimethylphenyl)pyrazole in 100 mL of glacial acetic acid. After 1 hour at room temperature, the acetic acid was evaporated under reduced pressure and the residues were dissolved in ethyl acetate. This solution was washed with saturated sodium bicarbonate to remove residual acetic acid, dried with brine and magnesium sulfate, and was conce... The reactants are CNC(=O)c1nc(Br)c(C)n(-c2cccc(C(F)(F)F)c2)c1=O, N#Cc1ccc(-n2nccc2B(O)O)cc1, O=C([O-])[O-], COCCOC, [Cs+], [Cs+]. Product: CNC(=O)c1nc(-c2ccnn2-c2ccc(C#N)cc2)c(C)n(-c2cccc(C(F)(F)F)c2)c1=O. RXN SMILES: [Br:1][c:2]1[c:3]([CH3:23])[n:4](-[c:13]2[cH:14][c:15]([C:19]([F:20])([F:21])[F:22])[cH:16][cH:17][cH:18]2)[c:5](=[O:12])[c:6]([C:8](=[O:9])[NH:10][CH3:11])[n:7]1.[C:24](#[N:25])[c:26]1[cH:27][cH:28][c:29](-[n:32]2[n:33][cH:34][cH:35][c:36]2[B:37]([OH:38])[OH:39])[cH:30][cH:31]1.[C:40](=[O:41])([O-:42])[O-:43].[CH3:46][O:47][CH2:48][CH2:49][O:50][CH3:51].[Cs+:44].[Cs+:45]>>[c:2]1(-[c:36]2[n:32](-[c:29]3[cH:28][cH:27][c:26]([C:24]#[N:25])[cH:31][cH:30]3)[n:33][cH:34][cH:35]2)[c:3]([CH3:23])[n:4](-[c:13]2[cH:14][c:15]([C:19]([F:20])([F:21])[F:22])[cH:16][cH:17][cH:18]2)[c:5](=[O:12])[c:6]([C:8](=[O:9])[NH:10][CH3:11])[n:7]1. Product: Fc1ccc(Cl)c(Oc2ccncc2Br)c1. The reactants are Clc1ccncc1Br, C1CCC2=NCCCN2CC1, CN1CCCC1=O, Oc1cc(F)ccc1Cl. As a reaction SMILES: [Br:10][c:11]1[cH:12][n:13][cH:14][cH:15][c:16]1[Cl:17].[CH2:18]1[CH2:19][CH2:20][C:21]2=[N:26][CH2:25][CH2:24][CH2:23][N:22]2[CH2:27][CH2:28]1.[CH3:29][N:30]1[CH2:31][CH2:32][CH2:33][C:34]1=[O:35].[Cl:1][c:2]1[c:3]([OH:9])[cH:4][c:5]([F:8])[cH:6][cH:7]1>>[Cl:1][c:2]1[c:3]([O:9][c:16]2[c:11]([Br:10])[cH:12][n:13][cH:14][cH:15]2)[cH:4][c:5]([F:8])[cH:6][cH:7]1. Starting materials: CN(C=C(C(=O)C1=CC=C(C=C1)F)C1=CC=NC=C1)C (3-dimethylamino-1-(4-fluorophenyl)-2-(pyridin-4-yl)-2-propen-1-one), Cl.NO (hydroxylamine hydrochloride). Procedure details: A mixture of 3-dimethylamino-1-(4-fluorophenyl)-2-(pyridin-4-yl)-2-propen-1-one (6.15 g) and hydroxylamine hydrochloride (4.75 g) in dry ethanol (40 ml) was refluxed for 20 minutes. The mixture was cooled and concentrated in vacuo. The residue was dissolved in dilute hydrochloric acid and then treated with an aqueous saturated sodium bicarbonate solution. The precipitates were collected by filtration, washed with water, and dried to give 5-(4-fluorophenyl)-4-(pyridin-4-yl)isoxazole (5.35 g). Reaction SMILES: C[N:2](C)[CH:3]=[C:4]([C:14]1[CH:19]=[CH:18][N:17]=[CH:16][CH:15]=1)[C:5]([C:7]1[CH:12]=[CH:11][C:10]([F:13])=[CH:9][CH:8]=1)=[O:6].Cl.NO>C(O)C>[F:13][C:10]1[CH:11]=[CH:12][C:7]([C:5]2[O:6][N:2]=[CH:3][C:4]=2[C:14]2[CH:19]=[CH:18][N:17]=[CH:16][CH:15]=2)=[CH:8][CH:9]=1 |f:1.2|. Solvent: C(C)O (ethanol). Isolated yield 97.9%. The product is FC1=CC=C(C=C1)C1=C(C=NO1)C1=CC=NC=C1 (5-(4-fluorophenyl)-4-(pyridin-4-yl)isoxazole). The reactants are C(C1=CC=CC=C1)N(C=1N=C(SC1C(=O)OC)SC)C(CC(=O)OCC)=O (methyl 4-[benzyl(3-ethoxy-3-oxopropanoyl)amino]-2-(methylthio)-1,3-thiazole-5-carboxylate), C(C1=CC=CC=C1)N(C1=C(C=NN1C1=CC=CC=C1)C(=O)OCC)C(CC(=O)OCC)=O (ethyl 5-[benzyl(3-ethoxy-3-oxopropanoyl)amino]-1-phenyl-1H-pyrazole-4-carboxylate). The product is C(C1=CC=CC=C1)N1C2=C(C(=C(C1=O)C(=O)OCC)O)SC(=N2)SC (ethyl 4-benzyl-7-hydroxy-2-(methylthio)-5-oxo-4,5-dihydro[1,3]thiazolo[4,5-b]pyridine-6-carboxylate). Reaction SMILES: [CH2:1]([N:8]([C:20](=[O:27])[CH2:21][C:22]([O:24][CH2:25][CH3:26])=[O:23])[C:9]1[N:10]=[C:11]([S:18][CH3:19])[S:12][C:13]=1[C:14](OC)=[O:15])[C:2]1[CH:7]=[CH:6][CH:5]=[CH:4][CH:3]=1.C(N(C(=O)CC(OCC)=O)C1N(C2C=CC=CC=2)N=CC=1C(OCC)=O)C1C=CC=CC=1>>[CH2:1]([N:8]1[C:20](=[O:27])[C:21]([C:22]([O:24][CH2:25][CH3:26])=[O:23])=[C:14]([OH:15])[C:13]2[S:12][C:11]([S:18][CH3:19])=[N:10][C:9]1=2)[C:2]1[CH:7]=[CH:6][CH:5]=[CH:4][CH:3]=1. Procedure: The title compound was prepared according to the procedure of Example 138C substituting the product of Example 139B for the product of Example 138B (0.11 μg, 82%). MS (ESI−) m/z 375 (M−H)−. The reactants are C(C)(C)(C)OC(CCN(C1=CC(=CC=C1)C(F)(F)F)CC=O)=O (3-[(2-oxo-ethyl)-(3-trifluoromethyl-phenyl)-amino]-propionic acid tert-butyl ester), Cl.COC([C@@H](CCOCC1=CC=CC=C1)N)=O ((R)-2-amino-4-benzyloxy-butyric acid methyl ester hydrochloride), Cl.COC([C@@H](CCOCC1=CC=CC=C1)N)=O ((R)-2-amino-4-benzyloxy-butyric acid methyl ester hydrochloride). Yields the product COC([C@@H](CCOCC1=CC=CC=C1)NCCN(C1=CC(=CC=C1)C(F)(F)F)CCC(=O)OC(C)(C)C)=O ((R)-4-Benzyloxy-2-{2-[(2-tert-butoxycarbonyl-ethyl)-(3-trifluoromethyl-phenyl)-amino]-ethylamino}-butyric acid methyl ester). RXN SMILES: [C:1]([O:5][C:6](=[O:23])[CH2:7][CH2:8][N:9]([CH2:20][CH:21]=O)[C:10]1[CH:15]=[CH:14][CH:13]=[C:12]([C:16]([F:19])([F:18])[F:17])[CH:11]=1)([CH3:4])([CH3:3])[CH3:2].Cl.[CH3:25][O:26][C:27](=[O:40])[C@H:28]([NH2:39])[CH2:29][CH2:30][O:31][CH2:32][C:33]1[CH:38]=[CH:37][CH:36]=[CH:35][CH:34]=1>>[CH3:25][O:26][C:27](=[O:40])[C@H:28]([NH:39][CH2:21][CH2:20][N:9]([CH2:8][CH2:7][C:6]([O:5][C:1]([CH3:4])([CH3:3])[CH3:2])=[O:23])[C:10]1[CH:15]=[CH:14][CH:13]=[C:12]([C:16]([F:19])([F:18])[F:17])[CH:11]=1)[CH2:29][CH2:30][O:31][CH2:32][C:33]1[CH:38]=[CH:37][CH:36]=[CH:35][CH:34]=1 |f:1.2|. Reported procedure: In analogy to the procedure described in example 1E, 3-[(2-oxo-ethyl)-(3-trifluoromethyl-phenyl)-amino]-propionic acid tert-butyl ester (example 5A) and (R)-2-amino-4-benzyloxy-butyric acid methyl ester hydrochloride (intermediate 7) gave the title compound as yellow oil. MS: 539.4 (MH+).